describe an organic reaction: reactants, conditions, products, and yield From a dataset of the Open Reaction Database (ORD), a public repository of structured organic reaction records. The reactants are N[C@@H](CC1=CC=CC=C1)C(=O)O ((L)-phenylalanine), C([O-])([O-])=O.[K+].[K+] (potassium carbonate), C(C1=CC=CC=C1)Cl (benzyl chloride). Solvent: O (water). Reaction conditions: temperature 95 celsius. Yields the product C(C1=CC=CC=C1)OC([C@@H](N(CC1=CC=CC=C1)CC1=CC=CC=C1)CC1=CC=CC=C1)=O (N,N-dibenzyl-(L)-phenylalanine benzyl ester). Yield: 84.7%. Reaction SMILES: [NH2:1][C@H:2]([C:10]([OH:12])=[O:11])[CH2:3][C:4]1[CH:9]=[CH:8][CH:7]=[CH:6][CH:5]=1.C(=O)([O-])[O-].[K+].[K+].[CH2:19](Cl)[C:20]1[CH:25]=[CH:24][CH:23]=[CH:22][CH:21]=1>O>[CH2:19]([O:11][C:10](=[O:12])[C@H:2]([CH2:3][C:4]1[CH:9]=[CH:8][CH:7]=[CH:6][CH:5]=1)[N:1]([CH2:3][C:4]1[CH:9]=[CH:8][CH:7]=[CH:6][CH:5]=1)[CH2:19][C:20]1[CH:25]=[CH:24][CH:23]=[CH:22][CH:21]=1)[C:20]1[CH:25]=[CH:24][CH:23]=[CH:22][CH:21]=1 |f:1.2.3|. Procedure: 25.0 g (151.3 mmol) of (L)-phenylalanine and 66.67 g (482.4 mmol) of potassium carbonate were dissolved in 100 ml of water, and then 57.51 g (454.3 mmol) of benzyl chloride was added thereto and stirred under heat at 95° C. for 19 hours. After having been cooled to room temperature, this was subjected to phase separation with 67 ml of n-heptane and 50 ml of water. The organic layer thus separated was washed two times with 50 ml of a solution of methanol/water (=1/2) and then dried with anhydrous... RXN SMILES: [C:17]([NH:18][NH2:19])(=[O:20])[O:21][C:22]([CH3:23])([CH3:24])[CH3:25].[CH3:28][CH:29]([OH:30])[CH3:31].[F:1][c:2]1[cH:3][cH:4][c:5]([C:8]([CH2:9][CH2:10][CH2:11][C:12](=[O:13])[O:14][CH3:15])=[O:16])[cH:6][cH:7]1.[H:26][H:27].[Pt:32]=[O:33]>>[F:1][c:2]1[cH:3][cH:4][c:5]([CH:8]([CH2:9][CH2:10][CH2:11][C:12](=[O:13])[O:14][CH3:15])[NH:19][NH:18][C:17](=[O:20])[O:21][C:22]([CH3:23])([CH3:24])[CH3:25])[cH:6][cH:7]1. Reactants: CC(C)(C)OC(=O)NN, CC(C)O, COC(=O)CCCC(=O)c1ccc(F)cc1, [H][H], O=[Pt]. The product is COC(=O)CCCC(NNC(=O)OC(C)(C)C)c1ccc(F)cc1. Reactants: ice water, IC1=C(C(=O)O)C=CC=C1 (2-iodobenzoic acid), NC1=CC(=NN1C)C (5-amino-1,3-dimethylpyrazole), CN(C)C=O (DMF), C(=O)([O-])[O-].[K+].[K+] (K2CO3). The reagents and catalysts are CC(=O)[O-].CC(=O)[O-].[Cu+2] (Cu(OAc)2). Solvent: C(C)(=O)O (acetic acid). The product is CN1N=C(C=C1NC=1C(C(=O)O)=CC=CC1)C (N-(1,3-dimethyl-pyrazol-5-yl)anthranilic acid). Yield: 44.7%. Reaction SMILES: I[C:2]1[CH:10]=[CH:9][CH:8]=[CH:7][C:3]=1[C:4]([OH:6])=[O:5].[NH2:11][C:12]1[N:16]([CH3:17])[N:15]=[C:14]([CH3:18])[CH:13]=1.CN(C=O)C.C([O-])([O-])=O.[K+].[K+]>CC([O-])=O.CC([O-])=O.[Cu+2].C(O)(=O)C>[CH3:17][N:16]1[C:12]([NH:11][C:2]2[C:3](=[CH:7][CH:8]=[CH:9][CH:10]=2)[C:4]([OH:6])=[O:5])=[CH:13][C:14]([CH3:18])=[N:15]1 |f:3.4.5,6.7.8|. Procedure: A mixture of 2-iodobenzoic acid (14.9 g, 0.06 mol), 5-amino-1,3-dimethylpyrazole (6.7 g, 0.06 mol), DMF (125 ml), Cu(OAc)2 (0,4 g) and K2CO3 (8.28 g, 0.06 mol) was refluxed overnight. The reaction mixture was poured into ice-water (500 ml) and then was acidified with acetic acid to a pH of about 5. The solid which formed was collected by filtration, washed with water (100 ml) and dried. The solid was dissolved in hot CHCl3 (300 ml), filtered, dried over MgSO4 and evaporated to about 20 ml. Hexan...